Task: describe an organic reaction: reactants, conditions, products, and yield. Dataset: the Open Reaction Database (ORD), a public repository of structured organic reaction records The reactants are C1COCCO1, C=CC(=O)NC(C)(C)c1ccc(Cl)cc1, c1c[nH]cn1. The product is CC(C)(NC(=O)CCn1ccnc1)c1ccc(Cl)cc1. RXN SMILES: [CH2:21]1[O:22][CH2:23][CH2:24][O:25][CH2:26]1.[Cl:1][c:2]1[cH:3][cH:4][c:5]([C:8]([CH3:9])([CH3:10])[NH:11][C:12]([CH:13]=[CH2:14])=[O:15])[cH:6][cH:7]1.[nH:16]1[cH:17][n:18][cH:19][cH:20]1>>[Cl:1][c:2]1[cH:3][cH:4][c:5]([C:8]([CH3:9])([CH3:10])[NH:11][C:12]([CH2:13][CH2:14][n:16]2[cH:17][n:18][cH:19][cH:20]2)=[O:15])[cH:6][cH:7]1. Starting materials: C(C1=CC=CC=C1)(=O)O (benzoic acid), C1(CCCCC1)C(=O)O (cyclohexanecarboxylic acid). The solvent is O (water). The product is C1(=CC=CC=C1)C(=O)C1CCCCC1 (cyclohexyl phenyl ketone). Reaction SMILES: [C:1]([OH:9])(=O)[C:2]1[CH:7]=[CH:6][CH:5]=[CH:4][CH:3]=1.[CH:10]1(C(O)=O)[CH2:15][CH2:14][CH2:13][CH2:12][CH2:11]1>O>[C:10]1([C:1]([CH:2]2[CH2:3][CH2:4][CH2:5][CH2:6][CH2:7]2)=[O:9])[CH:15]=[CH:14][CH:13]=[CH:12][CH:11]=1. Procedure details: A mixture of 11.5 g/h of benzoic acid, 36 g/h of cyclohexanecarboxylic acid and 13 g/h of water was evaporated in an evaporator and passed, together with 10 l/h of nitrogen, at 450° C., over 100 ml of a catalyst which contained 2% by weight of potassium oxide, the remainder being anatase. The reaction gases were then cooled and were collected in a receiver. From the discharged two-phase mixture, the organic phase was analyzed by gas chromatography. The conversion of benzoic acid was 98%. The sel... The reactants are C1(C(CC2=CC=CC=C12)=NO)=O (Indan-1,2-dione-2-oxime), [OH-].[Na+] (NaOH), C1(=CC=C(C=C1)S(=O)(=O)Cl)C (p-toluenesulfonyl chloride). Conditions: temperature 50 celsius. Product: C(#N)CC1=C(C(=O)O)C=CC=C1 (2-cyanomethyl-benzoic acid). The yield is 73.3%. RXN SMILES: [C:1]1(=[O:12])[C:9]2[C:4](=[CH:5][CH:6]=[CH:7][CH:8]=2)[CH2:3][C:2]1=[N:10]O.[OH-].[Na+].C1(C)C=CC(S(Cl)(=O)=[O:22])=CC=1>>[C:2]([CH2:3][C:4]1[CH:5]=[CH:6][CH:7]=[CH:8][C:9]=1[C:1]([OH:12])=[O:22])#[N:10] |f:1.2|. Reported procedure: Indan-1,2-dione-2-oxime (35 g, 0.22 mol) was added to a solution of 402.5 ml 8% NaOH, and the mixture was heated to 50° C. Then p-toluenesulfonyl chloride (54.25, 0.28 mol) was added in portions to the mixture, and the mixture was heated at 80° C. for 15 min. After cooled to room temperature, the precipitate was removed from the mixture. The filtrate was acidified with concentrated HCl to pH=3-4 and the precipitate was collected and dried to give colorless solid (26 g, 74% yield). LC-MS: 162 (MH... Reactants: Cc1ccccc1, COc1ccc(NCCC(=O)O)c([N+](=O)[O-])c1. Product: COc1cc2c(c([N+](=O)[O-])c1)NCCC2=O. RXN SMILES: [CH3:18][c:19]1[cH:20][cH:21][cH:22][cH:23][cH:24]1.[CH3:1][O:2][c:3]1[cH:4][c:5]([N+:15](=[O:16])[O-:17])[c:6]([NH:9][CH2:10][CH2:11][C:12](=[O:13])[OH:14])[cH:7][cH:8]1>>[CH3:1][O:2][c:3]1[cH:4][c:5]([N+:15](=[O:16])[O-:17])[c:6]2[c:7]([cH:8]1)[C:12](=[O:14])[CH2:11][CH2:10][NH:9]2.